This data is from the Open Reaction Database (ORD), a public repository of structured organic reaction records. The task is: describe an organic reaction: reactants, conditions, products, and yield Starting materials: O=C1N(CCC1(C1=CC=CC=C1)C1=CC=CC=C1)CC(=O)O (2-(2-oxo-3,3-diphenylpyrrolidin-1-yl)acetic acid), ON\C(\C1=CC=C(C=C1)C(F)(F)F)=N/[H] ((Z)—N-hydroxy-4-(trifluoromethyl)benzimidamide), FC1=CC=C(C=C1)C1(C(N(CC1)CC(=O)O)=O)C1=CC=C(C=C1)F (2-(3,3-bis(4-fluorophenyl)-2-oxopyrrolidin-1-yl)acetic acid), ON\C(\C1=CC=C(C=C1)C)=N/[H] ((Z)—N-hydroxy-4-methylbenzimidamide). Product: CC1=CC=C(C=C1)C1=NOC(=N1)CN1C(C(CC1)(C1=CC=CC=C1)C1=CC=CC=C1)=O (1-{[3-(4-methylphenyl)-1,2,4-oxadiazol-5-yl]methyl}-3,3-diphenylpyrrolidin-2-one). RXN SMILES: [O:1]=[C:2]1[C:6]([C:13]2[CH:18]=[CH:17][CH:16]=[CH:15][CH:14]=2)([C:7]2[CH:12]=[CH:11][CH:10]=[CH:9][CH:8]=2)[CH2:5][CH2:4][N:3]1[CH2:19][C:20]([OH:22])=O.FC1C=CC(C2(C3C=CC(F)=CC=3)CCN(CC(O)=O)C2=O)=CC=1.O[NH:48]/[C:49](=[N:57]\[H])/[C:50]1[CH:55]=[CH:54][C:53]([CH3:56])=[CH:52][CH:51]=1.ON/C(=N\[H])/C1C=CC(C(F)(F)F)=CC=1>>[CH3:56][C:53]1[CH:54]=[CH:55][C:50]([C:49]2[N:57]=[C:20]([CH2:19][N:3]3[CH2:4][CH2:5][C:6]([C:13]4[CH:14]=[CH:15][CH:16]=[CH:17][CH:18]=4)([C:7]4[CH:8]=[CH:9][CH:10]=[CH:11][CH:12]=4)[C:2]3=[O:1])[O:22][N:48]=2)=[CH:51][CH:52]=1. Procedure details: The title compound was prepared using the procedure described in Example 190 substituting 2-(2-oxo-3,3-diphenylpyrrolidin-1-yl)acetic acid from Example 1C for 2-(3,3-bis(4-fluorophenyl)-2-oxopyrrolidin-1-yl)acetic acid and (Z)—N-hydroxy-4-methylbenzimidamide for (Z)—N-hydroxy-4-(trifluoromethyl)benzimidamide. 1H NMR (300 MHz, CDCl3) δ ppm 7.93-7.87 (m, 2H), 7.43-7.22 (m, 10H), 7.08 (s, 1H), 6.90-6.81 (m, 1H), 4.88 (s, 2H), 3.56 (t, J=6.5, 2H), 2.88 (t, J=6.5, 2H), 2.42 (s, 3H)); MS (DCI) m/z 410... Starting materials: COC(=O)c1cnc(N2CC=C(c3nnc(Cc4ccccc4)c(C)c3C)CC2)cn1, CCO. Yields the product COC(=O)c1cnc(N2CCC(c3nnc(Cc4ccccc4)c(C)c3C)CC2)cn1. RXN SMILES: [CH2:1]([c:2]1[cH:3][cH:4][cH:5][cH:6][cH:7]1)[c:8]1[c:9]([CH3:31])[c:10]([CH3:30])[c:11]([C:14]2=[CH:15][CH2:16][N:17]([c:20]3[n:21][cH:22][c:23]([C:26](=[O:27])[O:28][CH3:29])[n:24][cH:25]3)[CH2:18][CH2:19]2)[n:12][n:13]1.[CH3:32][CH2:33][OH:34]>>[CH2:1]([c:2]1[cH:3][cH:4][cH:5][cH:6][cH:7]1)[c:8]1[c:9]([CH3:31])[c:10]([CH3:30])[c:11]([CH:14]2[CH2:15][CH2:16][N:17]([c:20]3[n:21][cH:22][c:23]([C:26](=[O:27])[O:28][CH3:29])[n:24][cH:25]3)[CH2:18][CH2:19]2)[n:12][n:13]1. The reactants are Cl (HCl), C(=C\C=C)/C1(CCN(CC1)C(=O)OC(C)(C)C)C ((E)-tert-butyl 4-(buta-1,3-dien-1-yl)-4-methylpiperidine-1-carboxylate), Cl.O1CCOCC1 (HCl dioxane). Run at time 3 hour. The product is C(=C\C=C)/C1(CCNCC1)C ((E)-4-(buta-1,3-dien-1-yl)-4-methylpiperidine). Reaction SMILES: Cl.[CH:2](/[C:6]1([CH3:19])[CH2:11][CH2:10][N:9](C(OC(C)(C)C)=O)[CH2:8][CH2:7]1)=[CH:3]\[CH:4]=[CH2:5].Cl.O1CCOCC1>>[CH:2](/[C:6]1([CH3:19])[CH2:7][CH2:8][NH:9][CH2:10][CH2:11]1)=[CH:3]\[CH:4]=[CH2:5] |f:2.3|. Reported procedure: HCl: A mixture of (E)-tert-butyl 4-(buta-1,3-dien-1-yl)-4-methylpiperidine-1-carboxylate (1.8 g, 7.16 mmol) and 4M HCl/dioxane (8.95 ml, 35.8 mmol) was stirred at room temp for 3 h. Mixture was then concentrated and the solids were triturated with ether/hexane, filtered and dried under high vac to afford (E)-4-(buta-1,3-dien-1-yl)-4-methylpiperidine.HCl (1.2 g, 6.39 mmol, 89% yield) as off-white solid. 1H NMR (500 MHz, DMSO-d6) δ 6.35 (dt, J=16.9, 10.2 Hz, 1H), 6.12 (dd, J=15.7, 10.3 Hz, 1H), 5....